The task is: describe an organic reaction: reactants, conditions, products, and yield. This data is from the Open Reaction Database (ORD), a public repository of structured organic reaction records. Reactants: O1C(NC[C@@]12CN1CCC2CC1)=O ((S)-Spiro[1-azabicyclo[2.2.2]octan-3,5′-oxazolidin]-2′-one), BrC1=CC=CS1 (5-bromothiophene), C([O-])([O-])=O.[K+].[K+] (potassium carbonate). Reagents/catalysts: [Cu]I (copper (I) iodide). The product is S1C(=CC=C1)N1C(O[C@@]2(C1)CN1CCC2CC1)=O ((R)-3′-(Thiophen-2-yl)spiro[1-azabicyclo[2.2.2]octan-3,5′-oxazolidin]-2′-one). Yield: 47.6%. As a reaction SMILES: [O:1]1[C@@:5]2([CH:10]3[CH2:11][CH2:12][N:7]([CH2:8][CH2:9]3)[CH2:6]2)[CH2:4][NH:3][C:2]1=[O:13].Br[C:15]1[S:19][CH:18]=[CH:17][CH:16]=1.C(=O)([O-])[O-].[K+].[K+]>[Cu]I>[S:19]1[CH:15]=[CH:16][CH:17]=[C:18]1[N:3]1[CH2:4][C@:5]2([CH:10]3[CH2:11][CH2:12][N:7]([CH2:8][CH2:9]3)[CH2:6]2)[O:1][C:2]1=[O:13] |f:2.3.4|. Procedure: (S)-Spiro[1-azabicyclo[2.2.2]octan-3,5′-oxazolidin]-2′-one (505 mg, 3.58 mmol), 5-bromothiophene (1.75 g, 10.74 mmol), copper (I) iodide (69 mg, 0.36 mmol) and potassium carbonate (495 mg, 3.58 mmol) were stirred at 120° C. overnight. After cooling to room temperature, the mixture was purified by flash chromatography using a gradient of ammoniated methanol in chloroform to give the title compound as a yellow solid (450 mg), m/zz 265 (MH+). Reactants: C12CN(CC(CC1)O2)C2=NC(=NC(=C2)CS(=O)(=O)C)C2=CC=C(C=C2)NC(NC2=CC=C(C=C2)N2CCN(CC2)C(=O)OC(C)(C)C)=O (tert-butyl 4-(4-(3-(4-(4-(8-oxa-3-azabicyclo[3.2.1]octan-3-yl)-6-(methylsulfonylmethyl)pyrimidin-2-yl)phenyl)ureido)phenyl)piperazine-1-carboxylate), FC(C(=O)O)(F)F (trifluoroacetic acid), NC(=O)N (urea), C(N)([O-])=O (carbamate), C12CN(CC(CC1)O2)C2=NC(=NC(=C2)CS(=O)(=O)C)C2=CC=C(N)C=C2 (4-(4-(8-Oxa-3-azabicyclo[3.2.1]octan-3-yl)-6-(methylsulfonylmethyl)pyrimidin-2-yl)aniline). The solvent is ClCCl (dichloromethane). The product is C12CN(CC(CC1)O2)C2=NC(=NC(=C2)CS(=O)(=O)C)C2=CC=C(C=C2)NC(=O)NC2=CC=C(C=C2)N2CCNCC2 (1-(4-(4-(8-Oxa-3-azabicyclo[3.2.1]octan-3-yl)-6-(methylsulfonylmethyl)pyrimidin-2-yl)phenyl)-3-(4-(piperazin-1-yl)phenyl)urea). RXN SMILES: NC(N)=O.C(=O)([O-])N.C12OC(CC1)CN(C1C=C(CS(C)(=O)=O)N=C(C3C=CC(N)=CC=3)N=1)C2.[CH:35]12[O:42][CH:39]([CH2:40][CH2:41]1)[CH2:38][N:37]([C:43]1[CH:48]=[C:47]([CH2:49][S:50]([CH3:53])(=[O:52])=[O:51])[N:46]=[C:45]([C:54]3[CH:59]=[CH:58][C:57]([NH:60][C:61](=[O:82])[NH:62][C:63]4[CH:68]=[CH:67][C:66]([N:69]5[CH2:74][CH2:73][N:72](C(OC(C)(C)C)=O)[CH2:71][CH2:70]5)=[CH:65][CH:64]=4)=[CH:56][CH:55]=3)[N:44]=1)[CH2:36]2.FC(F)(F)C(O)=O>ClCCl>[CH:39]12[O:42][CH:35]([CH2:41][CH2:40]1)[CH2:36][N:37]([C:43]1[CH:48]=[C:47]([CH2:49][S:50]([CH3:53])(=[O:51])=[O:52])[N:46]=[C:45]([C:54]3[CH:59]=[CH:58][C:57]([NH:60][C:61]([NH:62][C:63]4[CH:68]=[CH:67][C:66]([N:69]5[CH2:70][CH2:71][NH:72][CH2:73][CH2:74]5)=[CH:65][CH:64]=4)=[O:82])=[CH:56][CH:55]=3)[N:44]=1)[CH2:38]2. Procedure: tert-Butyl 4-(4-(3-(4-(4-(8-oxa-3-azabicyclo[3.2.1]octan-3-yl)-6-(methylsulfonylmethyl)pyrimidin-2-yl)phenyl)ureido)phenyl)piperazine-1-carboxylate was obtained according to the general procedure for formation of urea or carbamate compounds from 4-(4-(8-oxa-3-azabicyclo[3.2.1]octan-3-yl)-6-(methylsulfonylmethyl)pyrimidin-2-yl)aniline (44). Removal of the Boc group in tert-butyl 4-(4-(3-(4-(4-(8-oxa-3-azabicyclo[3.2.1]octan-3-yl)-6-(methylsulfonylmethyl)pyrimidin-2-yl)phenyl)ureido)phenyl)piperaz... Starting materials: OC1=CC=C(C=C1)C1=CC=C(C=C1)C(=O)O (4'-Hydroxybiphenyl-4-carboxylic acid), C(CCCCCCCC)(=O)Cl (Nonanoyl chloride), CN(C)C1=NC=CC=C1 (dimethylaminopyridine), Cl (hydrochloric acid). Run in ClCCl (dichloromethane), C(C)N(CC)CC (triethylamine). Conditions: time 20 hour. The product is C(CCCCCCCC)(=O)OC1=CC=C(C=C1)C1=CC=C(C=C1)C(=O)O (4'-n-nonanoyloxybiphenyl-4-carboxylic acid). The yield is 86.3%. RXN SMILES: [OH:1][C:2]1[CH:7]=[CH:6][C:5]([C:8]2[CH:13]=[CH:12][C:11]([C:14]([OH:16])=[O:15])=[CH:10][CH:9]=2)=[CH:4][CH:3]=1.[C:17](Cl)(=[O:26])[CH2:18][CH2:19][CH2:20][CH2:21][CH2:22][CH2:23][CH2:24][CH3:25].CN(C1C=CC=CN=1)C.Cl>ClCCl.C(N(CC)CC)C>[C:17]([O:1][C:2]1[CH:3]=[CH:4][C:5]([C:8]2[CH:13]=[CH:12][C:11]([C:14]([OH:16])=[O:15])=[CH:10][CH:9]=2)=[CH:6][CH:7]=1)(=[O:26])[CH2:18][CH2:19][CH2:20][CH2:21][CH2:22][CH2:23][CH2:24][CH3:25]. Procedure details: 4'-Hydroxybiphenyl-4-carboxylic acid (3.5 g) and triethylamine (2.4 g) were dissolved in dichloromethane (30 ml). Nonanoyl chloride (4.3 g) and dimethylaminopyridine (0.2 g) were added to the solution, and the mixture was stirred at room temperature for about 20 hours. Dilute hydrochloric acid was added thereto, and the organic layer was separated in a separating funnel. The solvent was removed by evaportaion, and the residue was dried after washing with n-hexane to give the titled compound (5 g... Starting materials: Cl (hydrogen chloride), C(C)OCC (diethyl ether), C(#N)C(=O)OCC (ethyl cyanoformate). Solvent: C(C)O (ethanol). Product: Cl.C(C)OC(=O)C(OCC)=N (ethyl ethoxycarbonylformimidate hydrochloride). As a reaction SMILES: [ClH:1].[CH2:2]([O:4]CC)[CH3:3].[C:7]([C:9]([O:11][CH2:12][CH3:13])=[O:10])#[N:8]>C(O)C>[ClH:1].[CH2:12]([O:11][C:9]([C:7](=[NH:8])[O:4][CH2:2][CH3:3])=[O:10])[CH3:13] |f:4.5|. Procedure: A hydrogen chloride gas was introduced into a diethyl ether solution of an equimolar mixture of ethyl cyanoformate and ethanol at 0° C. or lower, and a precipitated crystal was filtered out and washed with diethyl ether to obtain ethyl ethoxycarbonylformimidate hydrochloride [H5C2O2CC(OC2H5)=NH.HCl]. 5.4 g of this hydrochloride, 40 ml of acetic acid, 5.0 g of phenacylamine hydrochloride (the same as used in Synthesis Example 2) and 4.85 g of anhydrous sodium acetate were mixed and reacted with s... The reactants are CC(Cc1c[nH]c2ccccc12)NC(=O)C=C1CCC(c2ccc(F)cc2)(N(C)C)CC1, CCC(C)=O, C[Si](C)(C)Cl. Yields the product CC(Cc1c[nH]c2ccccc12)NC(=O)C=C1CCC(c2ccc(F)cc2)(N(C)C)CC1, Cl. As a reaction SMILES: [CH3:1][N:2]([C:3]1([c:25]2[cH:26][cH:27][c:28]([F:31])[cH:29][cH:30]2)[CH2:4][CH2:5][C:6](=[CH:9][C:10](=[O:11])[NH:12][CH:13]([CH2:14][c:15]2[cH:16][nH:17][c:18]3[cH:19][cH:20][cH:21][cH:22][c:23]23)[CH3:24])[CH2:7][CH2:8]1)[CH3:32].[CH3:38][C:39]([CH2:40][CH3:41])=[O:42].[Cl:33][Si:34]([CH3:35])([CH3:36])[CH3:37]>>[CH3:1][N:2]([C:3]1([c:25]2[cH:26][cH:27][c:28]([F:31])[cH:29][cH:30]2)[CH2:4][CH2:5][C:6](=[CH:9][C:10](=[O:11])[NH:12][CH:13]([CH2:14][c:15]2[cH:16][nH:17][c:18]3[cH:19][cH:20][cH:21][cH:22][c:23]23)[CH3:24])[CH2:7][CH2:8]1)[CH3:32].[ClH:33]. Reactants: CN(C)C=O, C[Si](C)(C)[N-][Si](C)(C)C, COc1ncc(C(=O)Oc2ccc([N+](=O)[O-])cc2)c2cc(C(C)(OC)OC)oc12, Cc1cnccc1N, [Na+]. Yields the product COc1ncc(C(=O)Nc2ccncc2C)c2cc(C(C)(OC)OC)oc12. RXN SMILES: [CH3:48][N:49]([CH3:50])[CH:51]=[O:52].[CH3:9][Si:10]([N-:11][Si:12]([CH3:13])([CH3:14])[CH3:15])([CH3:16])[CH3:17].[N+:19]([c:20]1[cH:21][cH:22][c:23]([O:28][C:29](=[O:24])[c:31]2[c:32]3[c:33]([c:34]([O:37][CH3:38])[n:35][cH:36]2)[o:39][c:40]([C:42]([CH3:43])([O:44][CH3:45])[O:46][CH3:47])[cH:41]3)[cH:25][cH:26]1)([O-:27])=[O:30].[NH2:1][c:2]1[c:3]([CH3:8])[cH:4][n:5][cH:6][cH:7]1.[Na+:18]>>[NH:1]([c:2]1[c:3]([CH3:8])[cH:4][n:5][cH:6][cH:7]1)[C:29](=[O:28])[c:31]1[c:32]2[c:33]([c:34]([O:37][CH3:38])[n:35][cH:36]1)[o:39][c:40]([C:42]([CH3:43])([O:44][CH3:45])[O:46][CH3:47])[cH:41]2. The reactants are S1C=C(C=C1)C1=CC=C(C=C1)C[C@H](N)C(=O)O (3-[4-(3-thienyl)phenyl]alanine), S(=O)(Cl)Cl (thionyl chloride), CO (methanol), CO (methanol). Yields the product COC([C@@H](N)CC1=CC=C(C=C1)C1=CSC=C1)=O (3-[4-(3-thienyl)phenyl]-alanine methyl ester). Reaction SMILES: [S:1]1[CH:5]=[CH:4][C:3]([C:6]2[CH:11]=[CH:10][C:9]([CH2:12][C@@H:13]([C:15]([OH:17])=[O:16])[NH2:14])=[CH:8][CH:7]=2)=[CH:2]1.S(Cl)(Cl)=O.[CH3:22]O>>[CH3:22][O:16][C:15](=[O:17])[C@H:13]([CH2:12][C:9]1[CH:8]=[CH:7][C:6]([C:3]2[CH:4]=[CH:5][S:1][CH:2]=2)=[CH:11][CH:10]=1)[NH2:14]. Reported procedure: A solution of 3-[4-(3-thienyl)phenyl]alanine in methanol (2 ml) is slowly added to a solution of thionyl chloride (6.8 ml, 94 mmol) in methanol (5 ml) at -10° C. The mixture is slowly warmed to room temperature, then refluxed overnight. The reaction mixture is concentrated in vacuo, diluted with ethyl acetate (10 ml), and extracted with water (10 ml×3). The aqueous layer is made basic with sodium bicarbonate and extracted with ethyl acetate (10 ml×3). The organic layer is dried over magnesium su... The reactants are COC(=O)c1cc(N)cc([N+](=O)[O-])c1, O=C(Cl)CCCCl, ClCCl. Yields the product COC(=O)c1cc(NC(=O)CCCCl)cc([N+](=O)[O-])c1. RXN SMILES: [CH3:1][O:2][C:3]([c:4]1[cH:5][c:6]([NH2:13])[cH:7][c:8]([N+:10](=[O:11])[O-:12])[cH:9]1)=[O:14].[Cl:15][CH2:16][CH2:17][CH2:18][C:19](=[O:20])[Cl:21].[Cl:22][CH2:23][Cl:24]>>[CH3:1][O:2][C:3]([c:4]1[cH:5][c:6]([NH:13][C:19]([CH2:18][CH2:17][CH2:16][Cl:15])=[O:20])[cH:7][c:8]([N+:10](=[O:11])[O-:12])[cH:9]1)=[O:14]. Starting materials: C1(CCCCC1)C(C(=O)OCC)C(O)(C1=CC=C(C=C1)F)C1=CC=C(C=C1)F (ethyl 2-cyclohexyl-3,3-bis(4-fluorophenyl)-3-hydroxypropionate), C1(=CC=C(C=C1)S(=O)(=O)O)C (p-toluenesulfonic acid). Run in C1(=CC=CC=C1)C (toluene). Product: C1(CCCCC1)C(C(=O)OCC)=C(C1=CC=C(C=C1)F)C1=CC=C(C=C1)F (Ethyl 2-cyclohexyl-3,3-bis(4-fluorophenyl)propenoate). Yield: 93.0%. RXN SMILES: [CH:1]1([CH:7]([C:13]([C:22]2[CH:27]=[CH:26][C:25]([F:28])=[CH:24][CH:23]=2)([C:15]2[CH:20]=[CH:19][C:18]([F:21])=[CH:17][CH:16]=2)O)[C:8]([O:10][CH2:11][CH3:12])=[O:9])[CH2:6][CH2:5][CH2:4][CH2:3][CH2:2]1.C1(C)C=CC(S(O)(=O)=O)=CC=1>C1(C)C=CC=CC=1>[CH:1]1([C:7](=[C:13]([C:15]2[CH:20]=[CH:19][C:18]([F:21])=[CH:17][CH:16]=2)[C:22]2[CH:23]=[CH:24][C:25]([F:28])=[CH:26][CH:27]=2)[C:8]([O:10][CH2:11][CH3:12])=[O:9])[CH2:6][CH2:5][CH2:4][CH2:3][CH2:2]1. Procedure: A mixture of ethyl 2-cyclohexyl-3,3-bis(4-fluorophenyl)-3-hydroxypropionate (15.0 g, 38.6 mmol) and p-toluenesulfonic acid (2.5 g) in 250 mL of toluene was heated at reflux for 2 hours. The mixture was cooled, washed with water and saturated sodium bicarbonate solution, dried over magnesium sulfate and concentrated in vacuo. The residue was crystallized from hexane to give 13.3 g of the title compound; m.p. =50°-55° C.